This data is from the Open Reaction Database (ORD), a public repository of structured organic reaction records. The task is: describe an organic reaction: reactants, conditions, products, and yield Reported procedure: A 1.5 g quantity of 2,6-di-tert-butyl-4-(3-pyrazolylimino)-2,5-cyclohexadien-1-one (Compound 34a) was dissolved in 21 ml of tetrahydrofuran. To the solution was added a solution of 21 g of sodium hydrosulfite in 63 ml of water. The mixture was stirred at room temperature for 30 minutes, and extracted with ethyl acetate. The organic layer was washed with a saturated aqueous solution of sodium chloride, dried over magnesium sulfate and concentrated. The resulting crude product was washed with hexa... Product: C(C)(C)(C)C1=C(C(=CC(=C1)NC1=NNC=C1)C(C)(C)C)O (2,6-di-tert-butyl-4-(3-pyrazolylamino)-phenol). Reaction conditions: time 30 minute. As a reaction SMILES: [C:1]([C:5]1[C:6](=[O:21])[C:7]([C:17]([CH3:20])([CH3:19])[CH3:18])=[CH:8][C:9](=[N:11][C:12]2[CH:16]=[CH:15][NH:14][N:13]=2)[CH:10]=1)([CH3:4])([CH3:3])[CH3:2].S(S([O-])=O)([O-])=O.[Na+].[Na+]>O1CCCC1.O>[C:1]([C:5]1[CH:10]=[C:9]([NH:11][C:12]2[CH:16]=[CH:15][NH:14][N:13]=2)[CH:8]=[C:7]([C:17]([CH3:20])([CH3:19])[CH3:18])[C:6]=1[OH:21])([CH3:4])([CH3:3])[CH3:2] |f:1.2.3|. Run in O1CCCC1 (tetrahydrofuran), O (water). The reactants are C(C)(C)(C)C=1C(C(=CC(C1)=NC1=NNC=C1)C(C)(C)C)=O (2,6-di-tert-butyl-4-(3-pyrazolylimino)-2,5-cyclohexadien-1-one), C(C)(C)(C)C=1C(C(=CC(C1)=NC1=NNC=C1)C(C)(C)C)=O (2,6-di-tert-butyl-4-(3-pyrazolylimino)-2,5-cyclohexadien-1-one), S(=O)([O-])S(=O)[O-].[Na+].[Na+] (sodium hydrosulfite). Reactants: CC(Cl)c1cccnc1, O=C(O)C1(c2ccc(Cl)cc2Cl)CC1. Reagents/catalysts: O=C([O-])[O-].[Cs+].[Cs+] (cesium carbonate), [I-].[K+] (potassium iodide). The solvent is CN(C)C=O (DMF), CN(C)C=O (dmf), CN(C)C=O (DMF). Reaction conditions: temperature 70 celsius, time 16 hour. The product is CC(OC(=O)C1(c2ccc(Cl)cc2Cl)CC1)c1cccnc1. Starting materials: OC1=CC=C(C=C1)C(=CC1=CC=C(C=C1)O)C (4,4'-Dihydroxy-alpha-methylstilbene), OC1=CC=C(C=C1)C(=CC1=CC=C(C=C1)O)C (4,4'-dihydroxy-alpha-methylstilbene), ClC1=C(C=CC=C1)[N+](=O)[O-] (o-chloronitrobenzene), C([O-])([O-])=O.[K+].[K+] (potassium carbonate). Run in CN(C=O)C (N,N-dimethylformamide). Conditions: time 9 hour. The product is [N+](=O)([O-])C1=C(OC2=CC=C(C=C2)C(=CC2=CC=C(C=C2)OC2=C(C=CC=C2)[N+](=O)[O-])C)C=CC=C1 (4,4'-bis(2-Nitrophenoxy)-alpha-methylstilbene). RXN SMILES: [OH:1][C:2]1[CH:7]=[CH:6][C:5]([C:8]([CH3:17])=[CH:9][C:10]2[CH:15]=[CH:14][C:13](O)=[CH:12][CH:11]=2)=[CH:4][CH:3]=1.Cl[C:19]1[CH:24]=[CH:23][CH:22]=[CH:21][C:20]=1[N+:25]([O-:27])=[O:26].[C:28](=[O:31])([O-])[O-].[K+].[K+]>CN(C)C=O>[N+:25]([C:20]1[CH:21]=[CH:22][CH:23]=[CH:24][C:19]=1[O:1][C:2]1[CH:7]=[CH:6][C:5]([C:8]([CH3:17])=[CH:9][C:10]2[CH:15]=[CH:14][C:13]([O:31][C:28]3[CH:22]=[CH:23][CH:24]=[CH:19][C:20]=3[N+:25]([O-:27])=[O:26])=[CH:12][CH:11]=2)=[CH:4][CH:3]=1)([O-:27])=[O:26] |f:2.3.4|. Procedure details: 4,4'-Dihydroxy-alpha-methylstilbene (22.6 grams, 0.20 hydroxyl equivalent) from Example 1-B, o-chloronitrobenzene (39.4 grams, 0.25 mole), -325 mesh anhydrous potassium carbonate (34.5 grams, 0.25 mole) and N,N-dimethylformamide (200 mililiters) are added to a reactor and stirred under a nitrogen atmosphere with heating to 130 deg. C. After 9 hours at the 130 deg. C. temperature, high pressure liquid chromatographic analysis demonstrates that complete conversion of the 4,4'-dihydroxy-alpha-methy... The reactants are [H-].[Na+] (Sodium hydride), ClC=1C=C(CO)C=CC1F (3-chloro-4-fluorobenzyl alcohol), ClC1=NC=C(C=N1)[N+](=O)[O-] (2-chloro-5-nitropyrimidine). Solvent: O1CCCC1 (tetrahydrofuran). Conditions: time 10 minute. The product is NC=1C=NC(=NC1)OCC1=CC(=C(C=C1)F)Cl (5-Amino-2-[(4-fluoro-3-chlorophenyl)methoxy]-pyrimidine). The yield is 33.9%. Reaction SMILES: [H-].[Na+].[Cl:3][C:4]1[CH:5]=[C:6]([CH:9]=[CH:10][C:11]=1[F:12])[CH2:7][OH:8].Cl[C:14]1[N:19]=[CH:18][C:17]([N+:20]([O-])=O)=[CH:16][N:15]=1>O1CCCC1>[NH2:20][C:17]1[CH:16]=[N:15][C:14]([O:8][CH2:7][C:6]2[CH:9]=[CH:10][C:11]([F:12])=[C:4]([Cl:3])[CH:5]=2)=[N:19][CH:18]=1 |f:0.1|. Reported procedure: Sodium hydride (60% dispersion in oil-50 mg, 1.25 mmol) was added to a solution of 3-chloro-4-fluorobenzyl alcohol (177 mg, 1.1 mmol) in tetrahydrofuran (5 ml) under an atmosphere of nitrogen. After 10 minutes, 2-chloro-5-nitropyrimidine (159 mg, 1 mmol) was added and the reaction heated at reflux for 2 hours before quenching by the addition of methanol (1 ml). Purification by flash chromatography on silica gel, eluting with 12% ethyl acetate in isohexane yielded the title compound (86 mg, 30% y... The reactants are OO (hydrogen peroxide), C(C1=CC=CC=C1)=C(C(=O)OCC)C(=O)OCC (benzylidenemalonic acid, diethyl ester), C([O-])(O)=O.[Na+] (sodium bicarbonate), OO (hydrogen peroxide). Run in C(C)O (ethanol), C(C)O (ethanol). Reaction conditions: temperature 60 celsius, time 8 hour. Yields the product C(C)OC(=O)C1(OC1C1=CC=CC=C1)C(=O)OCC (ethyl 2-(ethoxycarbonyl)-3-phenyloxiranecarboxylate). RXN SMILES: [CH:1](=[C:8]([C:14]([O:16][CH2:17][CH3:18])=[O:15])[C:9]([O:11][CH2:12][CH3:13])=[O:10])[C:2]1[CH:7]=[CH:6][CH:5]=[CH:4][CH:3]=1.C(=O)(O)[O-:20].[Na+].OO>C(O)C>[CH2:17]([O:16][C:14]([C:8]1([C:9]([O:11][CH2:12][CH3:13])=[O:10])[CH:1]([C:2]2[CH:7]=[CH:6][CH:5]=[CH:4][CH:3]=2)[O:20]1)=[O:15])[CH3:18] |f:1.2|. Reported procedure: 50 g of benzylidenemalonic acid, diethyl ester, (E. H. Kroeker, et al., J. Am. Chem. Soc., 56, 1171-3 (1934)) and 10 ml of 10% aqueous sodium bicarbonate were mixed with 100 ml of ethanol. 42 ml of 30% hydrogen peroxide was added dropwise over a 5-hour period at 70° C. Then 30 ml of 30% hydrogen peroxide was added over a one-hour period at 60° C. 100 ml of ethanol was added and the mixture was stirred for 8 hours at 60° C. The solvent was evaporated and the residue was extracted with methylene c... The reactants are II (iodine), C=1(C(=CC=CC1)C)C (xylene), OC(CCCC)C1C(CCC1)=O (2-(1-hydroxypentyl)cyclopentanone). The solvent is O (water). Product: C(CCCC)C=1C(CCC1)=O (2-pentyl-2-cyclopentenone). Yield: 97.3%. RXN SMILES: O[CH:2]([CH:7]1[CH2:11][CH2:10][CH2:9][C:8]1=[O:12])[CH2:3][CH2:4][CH2:5][CH3:6].II.C1(C)C(C)=CC=CC=1>O>[CH2:2]([C:7]1[C:8](=[O:12])[CH2:9][CH2:10][CH:11]=1)[CH2:3][CH2:4][CH2:5][CH3:6]. Procedure details: In a 100 ml four-neck flask fitted with a thermometer, a reflux condenser and a stirrer were placed 2-(1-hydroxypentyl)cyclopentanone (20 g) synthesized in Reference Example 1, iodine (0.01 g) and xylene (10 ml), and water was removed under refluxing, followed by 2 hours of the reaction at 170° C. The reaction mixture was washed with water and the layers were separated from each other. Further, the resulting organic layer was washed with saturated brine and separated. The organic layer was evapo... Reactants: mixture, FC(C(C(F)(F)F)F)(N(CC)CC)F (1,1,2,3,3,3-hexafluoro-1-(diethylamino)propane), 1,2,3,3,3-pentafluoro-1-(diethylamino)-2-propene, CN(C(=O)[C@H]1N(C[C@H](C1)O)C(=O)OC(C)(C)C)C (tert-butyl(2S,4S)-2-[(dimethylamino)carbonyl]-4-hydroxypyrrolidine-1-carboxylate), [F-].[Na+] (sodium fluoride), C(O)([O-])=O.[Na+] (sodium hydrogencarbonate). Run in C(C)(=O)OCC.CCCCCC (ethyl acetate n-hexane), ClCCl (dichloromethane). Conditions: time 15 hour. Yields the product CN(C(=O)[C@H]1N(C[C@@H](C1)F)C(=O)OC(C)(C)C)C (tert-butyl(2S,4R)-2-[(dimethylamino)carbonyl]-4-fluoropyrrolidine-1-carboxylate). Reaction SMILES: [F:1]C(F)(N(CC)CC)C(F)C(F)(F)F.[CH3:15][N:16]([CH3:32])[C:17]([C@@H:19]1[CH2:23][C@H:22](O)[CH2:21][N:20]1[C:25]([O:27][C:28]([CH3:31])([CH3:30])[CH3:29])=[O:26])=[O:18].[F-].[Na+].C(=O)([O-])O.[Na+]>ClCCl.C(OCC)(=O)C.CCCCCC>[CH3:15][N:16]([CH3:32])[C:17]([C@@H:19]1[CH2:23][C@@H:22]([F:1])[CH2:21][N:20]1[C:25]([O:27][C:28]([CH3:31])([CH3:30])[CH3:29])=[O:26])=[O:18] |f:2.3,4.5,7.8|. Procedure details: 8.85 g of a mixture (approximately 3:1) of 1,1,2,3,3,3-hexafluoro-1-(diethylamino)propane and 1,2,3,3,3-pentafluoro-1-(diethylamino)-2-propene was added dropwise over a period of 2 minutes under ice cooling to a suspension of 8.54 g of the compound obtained in step 1-1b and 1.67 g of sodium fluoride in 90 mL of dichloromethane, after which the reaction mixture was stirred for 15 hours at room temperature. 200 mL of a saturated sodium hydrogencarbonate aqueous solution was added dropwise to the r... Reactants: CN=C=O (Methylisocyanate), C1(=CC=CC=C1)C(NCCS)(C1=CC=CC=C1)C1=CC=CC=C1 (N-triphenylmethylcysteamine). Solvent: ClCCl (dichloromethane). Reaction conditions: time 4 hour. The product is C1(=CC=CC=C1)C(NCCSC(=O)NC)(C1=CC=CC=C1)C1=CC=CC=C1 (N-triphenylmethyl-2-methylaminocarbonylthioethylamine). Yield: 79.0%. RXN SMILES: [CH3:1][N:2]=[C:3]=[O:4].[C:5]1([C:11]([C:22]2[CH:27]=[CH:26][CH:25]=[CH:24][CH:23]=2)([C:16]2[CH:21]=[CH:20][CH:19]=[CH:18][CH:17]=2)[NH:12][CH2:13][CH2:14][SH:15])[CH:10]=[CH:9][CH:8]=[CH:7][CH:6]=1>ClCCl>[C:5]1([C:11]([C:22]2[CH:27]=[CH:26][CH:25]=[CH:24][CH:23]=2)([C:16]2[CH:17]=[CH:18][CH:19]=[CH:20][CH:21]=2)[NH:12][CH2:13][CH2:14][S:15][C:3]([NH:2][CH3:1])=[O:4])[CH:6]=[CH:7][CH:8]=[CH:9][CH:10]=1. Procedure details: Methylisocyanate (243 mg) was dissolved in anhydrous dichloromethane (5 ml). To the solution were added N-triphenylmethylcysteamine (3.19 g: 0.33 equimolar amount) while cooling with ice. The reaction solution was stirred at room temperature for 4 hours and was concentrated under reduced pressure. The residue was dissolved in chloroform (50 ml), and the chloroform solution was well washed with water and a saturated solution of sodium chloride. Anhydrous sodium sulate was used to dry the chlorofo... RXN SMILES: [CH3:1][c:2]1[c:3](-[c:8]2[cH:9][c:10]([C:14](=[O:15])[N:16]3[CH2:17][c:18]4[n:19]([cH:27][cH:28][cH:29]4)[CH2:20][c:21]4[c:22]3[cH:23][cH:24][cH:25][cH:26]4)[cH:11][cH:12][cH:13]2)[cH:4][cH:5][cH:6][cH:7]1.[CH3:48][CH2:49][O:50][C:51](=[O:52])[CH3:53].[Cl:36][C:37]([C:38](=[O:39])[Cl:40])([Cl:41])[Cl:42].[Na+:30].[Na+:31].[O-:32][C:33](=[O:34])[O-:35].[O:43]1[CH2:44][CH2:45][CH2:46][CH2:47]1>>[CH3:1][c:2]1[c:3](-[c:8]2[cH:9][c:10]([C:14](=[O:15])[N:16]3[CH2:17][c:18]4[n:19]([c:27]([C:38]([C:37]([Cl:36])([Cl:41])[Cl:42])=[O:39])[cH:28][cH:29]4)[CH2:20][c:21]4[c:22]3[cH:23][cH:24][cH:25][cH:26]4)[cH:11][cH:12][cH:13]2)[cH:4][cH:5][cH:6][cH:7]1. The product is Cc1ccccc1-c1cccc(C(=O)N2Cc3ccc(C(=O)C(Cl)(Cl)Cl)n3Cc3ccccc32)c1. Starting materials: Cc1ccccc1-c1cccc(C(=O)N2Cc3cccn3Cc3ccccc32)c1, CCOC(C)=O, O=C(Cl)C(Cl)(Cl)Cl, [Na+], [Na+], O=C([O-])[O-], C1CCOC1. Reactants: CO, CC(C)(C)OC(=O)NC1Cn2c(nc3cc([N+](=O)[O-])ccc32)CC1c1cc(F)c(F)cc1F, [OH-], [OH-], [Pd+2]. Product: CC(C)(C)OC(=O)NC1Cn2c(nc3cc(N)ccc32)CC1c1cc(F)c(F)cc1F. RXN SMILES: [CH3:34][OH:35].[N+:1]([O-:2])(=[O:3])[c:4]1[cH:5][c:6]2[c:7]([n:8]3[c:9]([n:10]2)[CH2:11][CH:12]([c:23]2[c:24]([F:31])[cH:25][c:26]([F:30])[c:27]([F:29])[cH:28]2)[CH:13]([NH:15][C:16]([O:17][C:18]([CH3:19])([CH3:20])[CH3:21])=[O:22])[CH2:14]3)[cH:32][cH:33]1.[OH-:36].[OH-:38].[Pd+2:37]>>[NH2:1][c:4]1[cH:5][c:6]2[c:7]([n:8]3[c:9]([n:10]2)[CH2:11][CH:12]([c:23]2[c:24]([F:31])[cH:25][c:26]([F:30])[c:27]([F:29])[cH:28]2)[CH:13]([NH:15][C:16]([O:17][C:18]([CH3:19])([CH3:20])[CH3:21])=[O:22])[CH2:14]3)[cH:32][cH:33]1.